This data is from the Open Reaction Database (ORD), a public repository of structured organic reaction records. The task is: describe an organic reaction: reactants, conditions, products, and yield Reactants: CC(C)COc1ccc(C=O)cc1Cn1nc(C(C)(C)C)cc1C(C)(C)C, CC(=O)O[BH-](OC(C)=O)OC(C)=O, CC(=O)O, CCOC(C)=O, ClCCCl, CCOC(=O)CCc1ccc(N)cc1F, [Na+]. Yields the product CCOC(=O)CCc1ccc(NCc2ccc(OCC(C)C)c(Cn3nc(C(C)(C)C)cc3C(C)(C)C)c2)cc1F. RXN SMILES: [C:1]([CH3:2])([CH3:3])([CH3:4])[c:5]1[n:6][n:7]([CH2:14][c:15]2[cH:16][c:17]([CH:18]=[O:19])[cH:20][cH:21][c:22]2[O:23][CH2:24][CH:25]([CH3:26])[CH3:27])[c:8]([C:10]([CH3:11])([CH3:12])[CH3:13])[cH:9]1.[C:47]([O:48][BH-:49]([O:50][C:51](=[O:52])[CH3:53])[O:54][C:55](=[O:56])[CH3:57])(=[O:58])[CH3:59].[CH3:43][C:44](=[O:45])[OH:46].[CH3:65][CH2:66][O:67][C:68](=[O:69])[CH3:70].[Cl:61][CH2:62][CH2:63][Cl:64].[NH2:28][c:29]1[cH:30][c:31]([F:42])[c:32]([CH2:35][CH2:36][C:37](=[O:38])[O:39][CH2:40][CH3:41])[cH:33][cH:34]1.[Na+:60]>>[C:1]([CH3:2])([CH3:3])([CH3:4])[c:5]1[n:6][n:7]([CH2:14][c:15]2[cH:16][c:17]([CH2:18][NH:28][c:29]3[cH:30][c:31]([F:42])[c:32]([CH2:35][CH2:36][C:37](=[O:38])[O:39][CH2:40][CH3:41])[cH:33][cH:34]3)[cH:20][cH:21][c:22]2[O:23][CH2:24][CH:25]([CH3:26])[CH3:27])[c:8]([C:10]([CH3:11])([CH3:12])[CH3:13])[cH:9]1. Reactants: ClCC1CN(CCO1)CC1=CC=CC=C1 (2-chloromethyl-4-benzylmorpholine), N1CCCC1 (pyrrolidine). Product: N1(CCCC1)CC1CNCCO1 (2-(1-pyrrolidinylmethyl)morpholine). As a reaction SMILES: Cl[CH2:2][CH:3]1[O:8][CH2:7][CH2:6][N:5](CC2C=CC=CC=2)[CH2:4]1.[NH:16]1[CH2:20][CH2:19][CH2:18][CH2:17]1>>[N:16]1([CH2:2][CH:3]2[O:8][CH2:7][CH2:6][NH:5][CH2:4]2)[CH2:20][CH2:19][CH2:18][CH2:17]1. Procedure details: By the use of 2-chloromethyl-4-benzylmorpholine and pyrrolidine, the reaction is similarly carried out as Reference example 2 to give 2-(1-pyrrolidinylmethyl)morpholine. Reactants: S(=O)(Cl)Cl (Thionyl chloride), FC(C(C(=O)O)=C)(F)F (α-trifluoromethylacrylic acid). Yields the product FC(C(C(=O)Cl)=C)(F)F (α-trifluoromethylacryloyl chloride). Isolated yield 65.8%. RXN SMILES: S(Cl)([Cl:3])=O.[F:5][C:6]([F:13])([F:12])[C:7](=[CH2:11])[C:8](O)=[O:9]>>[F:5][C:6]([F:13])([F:12])[C:7](=[CH2:11])[C:8]([Cl:3])=[O:9]. Procedure: Thionyl chloride (11.5 ml; 158 mmoles) was added to α-trifluoromethylacrylic acid (19.7 g; 141 mmoles), and the mixture was heated under reflux for 22 hours. Distillation of the reaction mixture under atmospheric pressure gave 14.7 g (yield:66%) of α-trifluoromethylacryloyl chloride, B.p. 89°-90° C. Starting materials: C(CCC)N (butylamine), NC1=NC(=NC(=N1)N)Cl (2,4-diamino-6-chloro-1,3,5-triazine). Solvent: O (water). Yields the product NC1=NC(=NC(=N1)N)NCCCC (2,4-diamino-6-butylamino-1,3,5-triazine). Isolated yield 96.0%. As a reaction SMILES: [NH2:1][C:2]1[N:7]=[C:6]([NH2:8])[N:5]=[C:4](Cl)[N:3]=1.[CH2:10]([NH2:14])[CH2:11][CH2:12][CH3:13]>O>[NH2:1][C:2]1[N:7]=[C:6]([NH2:8])[N:5]=[C:4]([NH:14][CH2:10][CH2:11][CH2:12][CH3:13])[N:3]=1. Reported procedure: A mixture of 14.5 g (0.1 mol) of 2,4-diamino-6-chloro-1,3,5-triazine prepared in Reference Example 1, 100 mL of water, and 29.2 g (0.4 mol) of butylamine was warmed with stirring and allowed to react finally at a reflux temperature for 6 hours. After cooling the reaction mixture, the product was filtered and washed sufficiently with a large amount of water and then washed with toluene. The filtrate was dried at 70° C. for 6 hours in vacuum to obtain 17.5 g (yield 96%) of the titled compound. Mel... Reactants: O1CCCC1 (tetrahydrofuran), O1CC=CC1 (2,5-dihydrofuran), O (water). Reagents/catalysts: [Re] (rhenium). Solvent: C(CCC)O (n-butanol). Yields the product C1(CCCO1)=O (γ-butyrolactone), O1C=CC=C1 (furan). As a reaction SMILES: [O:1]1[CH2:5][CH:4]=[CH:3][CH2:2]1.O.[O:7]1[CH2:11][CH2:10][CH2:9][CH2:8]1>[Re].C(O)CCC>[C:5]1(=[O:7])[O:1][CH2:2][CH2:3][CH2:4]1.[O:7]1[CH:11]=[CH:10][CH:9]=[CH:8]1. Procedure: In a manner similar to that described in Example 5 14 mL/h of 2,5-dihydrofuran and 24 mL/h of water were passed over the rhenium-on-activated charcoal catalyst at 220° C. At quantitative conversion, γ-butyrolactone was formed with a selectivity of 87% (furan: 2.5%; tetrahydrofuran: 9%; n-butanol: 1%; remainder: various non-analyzed low-boiling fractions). The reactants are BrC1=C(C=CC=C1)SC (ortho-bromothioanisole), C[C@@H]1CN(CCN1)CC1=CC=CC=C1 ((R)-3-methyl-1-benzylpiperazine), 1A. The product is C(C1=CC=CC=C1)N1C[C@H](N(CC1)C1=C(C=CC=C1)SC)C ((2R)-4-Benzyl-2-methyl-1-(2-methylthiophenyl) piperazine). Yield: 26.0%. RXN SMILES: Br[C:2]1[CH:7]=[CH:6][CH:5]=[CH:4][C:3]=1[S:8][CH3:9].[CH3:10][C@H:11]1[NH:16][CH2:15][CH2:14][N:13]([CH2:17][C:18]2[CH:23]=[CH:22][CH:21]=[CH:20][CH:19]=2)[CH2:12]1>>[CH2:17]([N:13]1[CH2:14][CH2:15][N:16]([C:2]2[CH:7]=[CH:6][CH:5]=[CH:4][C:3]=2[S:8][CH3:9])[C@H:11]([CH3:10])[CH2:12]1)[C:18]1[CH:19]=[CH:20][CH:21]=[CH:22][CH:23]=1. Reported procedure: (2R)-4-Benzyl-2-methyl-1-(2-methylthiophenyl) piperazine was prepared in 26% yield from ortho-bromothioanisole and (R)-3-methyl-1-benzylpiperazine in a manner similar to Preparation 1A. LRMS (ESI+): 223.2 (M+1) The reactants are ClC1=CC2=C(SC=C2CN2C(N(CC2)C=2SC(=C(N2)C)C(=O)O)=O)C=C1 (2-(3-((5-chlorobenzo[b]thiophen-3-yl)methyl)-2-oxoimidazolidin-1-yl)-4-methylthiazole-5-carboxylic acid), FC1=CC=C(CN2C(N(CC2)C=2SC(=C(N2)C)C(=O)O)=O)C=C1 (2-(3-(4-fluorobenzyl)-2-oxoimidazolidin-1-yl)-4-methylthiazole-5-carboxylic acid), CN (methylamine). Yields the product FC1=CC=C(CN2C(N(CC2)C=2SC(=C(N2)C)C(=O)NC)=O)C=C1 (2-(3-(4-fluorobenzyl)-2-oxoimidazolidin-1-yl)-N,4-dimethylthiazole-5-carboxamide). Yield: 41.0%. Reaction SMILES: ClC1C=CC2SC=C([CH2:9][N:10]3CCN(C4SC(C(O)=O)=C(C)N=4)C3=O)C=2C=1.[F:27][C:28]1[CH:49]=[CH:48][C:31]([CH2:32][N:33]2[CH2:37][CH2:36][N:35]([C:38]3[S:39][C:40]([C:44](O)=[O:45])=[C:41]([CH3:43])[N:42]=3)[C:34]2=[O:47])=[CH:30][CH:29]=1.CN>>[F:27][C:28]1[CH:29]=[CH:30][C:31]([CH2:32][N:33]2[CH2:37][CH2:36][N:35]([C:38]3[S:39][C:40]([C:44]([NH:10][CH3:9])=[O:45])=[C:41]([CH3:43])[N:42]=3)[C:34]2=[O:47])=[CH:48][CH:49]=1. Procedure: Following the procedure as described in Example 32, making variations as required to replace 2-(3-((5-chlorobenzo[b]thiophen-3-yl)methyl)-2-oxoimidazolidin-1-yl)-4-methylthiazole-5-carboxylic acid with 2-(3-(4-fluorobenzyl)-2-oxoimidazolidin-1-yl)-4-methylthiazole-5-carboxylic acid to react with methylamine, the title compound was obtained as a colorless solid in 41% yield: mp 225-227° C.; 1H NMR (300 MHz, CDCl3) δ 7.30-7.25 (m, 2H), 7.07-7.01 (m, 2H), 5.66 (br s, 1H), 4.46 (s, 2H), 4.08 (t, J=9...